The task is: describe an organic reaction: reactants, conditions, products, and yield. This data is from the Open Reaction Database (ORD), a public repository of structured organic reaction records. The reactants are FC1=CC=C(C=C1)[C@H](CC(=O)O)C1=C(C=NC=C1)F ((S)-3-(4-Fluorophenyl)-3-(3-fluoropyridin-4-yl)propanoic acid), NC1=C(CC[C@@H]2CN([C@@H](CO2)COC(NCC(F)(F)F)=O)C(=O)OC(C)(C)C)C(=CC=C1)F ((2R,5S)-tert-butyl 2-(2-amino-6-fluorophenethyl)-5-((((2,2,2-trifluoroethyl)carbamoyl)oxy)methyl)morpholine-4-carboxylate). Product: FC(CNC(OC[C@H]1NC[C@H](OC1)CCC1=C(C=CC=C1NC(C[C@H](C1=C(C=NC=C1)F)C1=CC=C(C=C1)F)=O)F)=O)(F)F ({(3S,6R)-6-[2-(2-Fluoro-6-{[(3S)-3-(4-fluorophenyl)-3-(3-fluoropyridin-4-yl)propanoyl]amino}phenyl)ethyl]morpholin-3-yl}methyl (2,2,2-trifluoroethyl)carbamate). RXN SMILES: [F:1][C:2]1[CH:7]=[CH:6][C:5]([C@@H:8]([C:13]2[CH:18]=[CH:17][N:16]=[CH:15][C:14]=2[F:19])[CH2:9][C:10]([OH:12])=O)=[CH:4][CH:3]=1.[NH2:20][C:21]1[CH:51]=[CH:50][CH:49]=[C:48]([F:52])[C:22]=1[CH2:23][CH2:24][C@H:25]1[O:30][CH2:29][C@@H:28]([CH2:31][O:32][C:33](=[O:40])[NH:34][CH2:35][C:36]([F:39])([F:38])[F:37])[N:27](C(OC(C)(C)C)=O)[CH2:26]1>>[F:39][C:36]([F:37])([F:38])[CH2:35][NH:34][C:33](=[O:40])[O:32][CH2:31][C@@H:28]1[CH2:29][O:30][C@H:25]([CH2:24][CH2:23][C:22]2[C:21]([NH:20][C:10](=[O:12])[CH2:9][C@@H:8]([C:5]3[CH:4]=[CH:3][C:2]([F:1])=[CH:7][CH:6]=3)[C:13]3[CH:18]=[CH:17][N:16]=[CH:15][C:14]=3[F:19])=[CH:51][CH:50]=[CH:49][C:48]=2[F:52])[CH2:26][NH:27]1. Procedure: The title compound was prepared from the product of step 1 and the product of step 4 of Example 99 using the procedures given in steps 8 and 9 of Example 89. MS (ES) m/z=625.5 (M+H)+. Reactants: O=C1c2ccccc2C(=O)N1CC=CCn1cnc2ncccc21, CCO, NN, O. Product: NCC=CCn1cnc2ncccc21. Reaction SMILES: [C:1]1(=[O:2])[N:5]([CH2:6][CH:7]=[CH:8][CH2:9][n:10]2[cH:11][n:12][c:13]3[n:14][cH:15][cH:16][cH:17][c:18]23)[C:3](=[O:4])[c:19]2[cH:20][cH:21][cH:22][cH:23][c:24]21.[CH3:28][CH2:29][OH:30].[NH2:26][NH2:27].[OH2:25]>>[NH2:5][CH2:6][CH:7]=[CH:8][CH2:9][n:10]1[cH:11][n:12][c:13]2[n:14][cH:15][cH:16][cH:17][c:18]12.